From a dataset of the Open Reaction Database (ORD), a public repository of structured organic reaction records. describe an organic reaction: reactants, conditions, products, and yield The reactants are C(C1=CC=CC=C1)OC1=CC(OC(=C1)CC(O)C1=CC(=C(C=C1)OCC1=CC=CC=C1)OCC1=CC=CC=C1)=O (4-Benzyloxy-6-[2-(3,4-dibenzyloxyphenyl)-2-hydroxyethyl]-2H-pyran-2-one), [H][H] (hydrogen). The reagents and catalysts are [Ni] (Raney nickel). The solvent is C(C)O (ethanol). Product: OC1=CC(OC(=C1)CC(O)C1=CC(=C(C=C1)O)O)=O (4-Hydroxy-6-[2-(3,4-dihydroxyphenyl)-2-hydroxyethyl]-2H-pyran-2-one). Isolated yield 70.0%. Reaction SMILES: C([O:8][C:9]1[CH:14]=[C:13]([CH2:15][CH:16]([C:18]2[CH:23]=[CH:22][C:21]([O:24]CC3C=CC=CC=3)=[C:20]([O:32]CC3C=CC=CC=3)[CH:19]=2)[OH:17])[O:12][C:11](=[O:40])[CH:10]=1)C1C=CC=CC=1.[H][H]>C(O)C.[Ni]>[OH:8][C:9]1[CH:14]=[C:13]([CH2:15][CH:16]([C:18]2[CH:23]=[CH:22][C:21]([OH:24])=[C:20]([OH:32])[CH:19]=2)[OH:17])[O:12][C:11](=[O:40])[CH:10]=1. Procedure: 35.6 g (66.6 mmol) 4-benzyloxy-6-[2-[3,4-dibenzyloxyphenyl)-2-hydroxy-ethyl)]-2H-pyran-2-one (VI) was hydrogenated for 6 hours at room temperature under a hydrogen pressure of 44 mbar in 1200 ml ethanol using 10 g W2 Raney nickel. After taking up 4.4 l hydrogen the catalyst was removed by suction filtration and it was rewashed several times with tetrahydrofuran. The evaporated filtrates yielded 12.2 g (70%) VII after triturating with ether, melting point 153° C. (decomp.).